This data is from the Open Reaction Database (ORD), a public repository of structured organic reaction records. The task is: describe an organic reaction: reactants, conditions, products, and yield Starting materials: [H-].[Na+] (NaH), ClC1=CC=CC=2C(COC21)=O (7-chlorobenzofuran-3-one), C(#N)CP(OCC)(OCC)=O (diethyl cyanomethylphosphonate). Run in C1CCOC1 (THF), C1CCOC1 (THF), C1CCOC1 (THF). Reaction conditions: temperature 0 celsius, time 20 minute. Product: ClC1=CC=CC=2C(=COC21)CC#N (7-Chloro-3-benzofuranylacetonitrile). Isolated yield 97.1%. As a reaction SMILES: [H-].[Na+].[C:3]([CH2:5]P(=O)(OCC)OCC)#[N:4].[Cl:14][C:15]1[C:23]2[O:22][CH2:21][C:20](=O)[C:19]=2[CH:18]=[CH:17][CH:16]=1>C1COCC1>[Cl:14][C:15]1[C:23]2[O:22][CH:21]=[C:20]([CH2:5][C:3]#[N:4])[C:19]=2[CH:18]=[CH:17][CH:16]=1 |f:0.1|. Reported procedure: To a stirred suspension of NaH 50% dispersion in mineral oil, washed with hexane; 1.82 g, 0.0378 mol) in THF (70 mL) was added a solution of diethyl cyanomethylphosphonate (6.7 g, 0.0378 mol) in THF (30 mL) dropwise over 20 minutes. After 20 minutes, the mixture was cooled to 0° C. and a solution of 7-chlorobenzofuran-3-one (5.8 g, 0.0344 mol) in THF (80 mL) was added dropwise over 30 minutes. The cooling bath was removed and stirring was continued at room temperature overnight. H2O (400 mL) and... Reactants: [OH-].[Na+] (sodium hydroxide), BrC1=CC(=C(C(=O)OC)C=C1)N1S(CCC1)(=O)=O (methyl 4-bromo-2-(1,1-dioxoisothiazolidin-2-yl)benzoate). The solvent is C(C)O (ethanol). Run at temperature 60 celsius, time 40 minute. Product: BrC1=CC(=C(C(=O)O)C=C1)N1S(CCC1)(=O)=O (4-bromo-2-(1,1-dioxoisothiazolidin-2-yl)benzoic acid). The yield is 98.4%. RXN SMILES: [Br:1][C:2]1[CH:11]=[CH:10][C:5]([C:6]([O:8]C)=[O:7])=[C:4]([N:12]2[CH2:16][CH2:15][CH2:14][S:13]2(=[O:18])=[O:17])[CH:3]=1.[OH-].[Na+]>C(O)C>[Br:1][C:2]1[CH:11]=[CH:10][C:5]([C:6]([OH:8])=[O:7])=[C:4]([N:12]2[CH2:16][CH2:15][CH2:14][S:13]2(=[O:17])=[O:18])[CH:3]=1 |f:1.2|. Procedure: To methyl 4-bromo-2-(1,1-dioxoisothiazolidin-2-yl)benzoate (5.57 g) described in Preparation Example 116 were added ethanol (43 mL) and 1N aqueous sodium hydroxide solution (21.7 mL) and the mixture was stirred at 60° C. for 40 min. Ethanol was evaporated and the mixture was neutralized with water and 1N hydrochloric acid under ice-cooling and the mixture was stirred. The precipitated crystal were collected by filtration to give the title compound (5.25 g). The reactants are Cl (HCl), CC1(CCN(CC1)C(=O)OC(C)(C)C)C(=O)OC (1-tert-butyl 4-methyl 4-methylpiperidine-1,4-dicarboxylate). The solvent is O1CCOCC1 (dioxane). Conditions: time 5 hour. Yields the product Cl.CC1(CCNCC1)C(=O)OC (Methyl 4-methylpiperidine-4-carboxylate hydrochloride). Yield: 96.0%. As a reaction SMILES: [ClH:1].[CH3:2][C:3]1([C:16]([O:18][CH3:19])=[O:17])[CH2:8][CH2:7][N:6](C(OC(C)(C)C)=O)[CH2:5][CH2:4]1>O1CCOCC1>[ClH:1].[CH3:2][C:3]1([C:16]([O:18][CH3:19])=[O:17])[CH2:8][CH2:7][NH:6][CH2:5][CH2:4]1 |f:3.4|. Procedure: 4M HCl in dioxane (25 mL) was added to 1-tert-butyl 4-methyl 4-methylpiperidine-1,4-dicarboxylate (5.28 g, 20.55 mmol) at ambient temperature. The reaction mixture was allowed to stir at ambient temperature for 5 hrs. The solvent was removed under reduced pressure and ether was added to the residue and the suspension was filtered and dried to give the title compound as a white solid (3.82 g, 19.72 mmol, 96%); 1H NMR δ 1.12 (s, 3H), 1.53-1.60 (m, 2H), 1.99-2.04 (m, 2H), 2.76-2.82 (m, 2H), 3.07-3.... Reactants: Cl (HCl), C(C)(C)(C)C1=CC=C(C=O)C=C1 (4-tert-butylbenzaldehyde), COC=1C=C(C=CC1)CCN (2-(3-methoxy-phenyl)-ethylamine), [BH4-].[Na+] (sodium borohydride). Solvent: CO (methanol). The product is C(C)(C)(C)C1=CC=C(CNCCC2=CC(=CC=C2)OC)C=C1 ((4-tert-butyl-benzyl)-[2-(3-methoxy-phenyl)-ethyl]-amine). Isolated yield 100.0%. As a reaction SMILES: [C:1]([C:5]1[CH:12]=[CH:11][C:8]([CH:9]=O)=[CH:7][CH:6]=1)([CH3:4])([CH3:3])[CH3:2].[CH3:13][O:14][C:15]1[CH:16]=[C:17]([CH2:21][CH2:22][NH2:23])[CH:18]=[CH:19][CH:20]=1.[BH4-].[Na+].Cl>CO>[C:1]([C:5]1[CH:12]=[CH:11][C:8]([CH2:9][NH:23][CH2:22][CH2:21][C:17]2[CH:18]=[CH:19][CH:20]=[C:15]([O:14][CH3:13])[CH:16]=2)=[CH:7][CH:6]=1)([CH3:4])([CH3:3])[CH3:2] |f:2.3|. Procedure: 0.38 ml of 4-tert-butylbenzaldehyde (2.25 mmol) and 0.22 ml of 2-(3-methoxy-phenyl)-ethylamine (1.5 mmol) were dissolved in 5 ml methanol at rt and then refluxed for 2 h. After cooling down to rt, 85 mg (2.25 mmol) of sodium borohydride were added in portions and the reaction mixture was then refluxed for 3 h. After cooling down to rt, the reaction mixture was treated with 0.15 ml 1 N HCl and concentrated in vacuo. The residue was diluted with water/EtOAc. After separation of the organic phase, ... The reactants are BrC1=CC=C(CC2N(CCC3=CC(=CC=C23)OCC2=CC=CC=C2)C2=CC=C(C=C2)F)C=C1 (1-(4-bromobenzyl)-6-phenylmethoxy-2-(4-fluorophenyl)-1,2,3,4-tetrahydroisoquinoline), P(=O)([O-])([O-])[O-].[K+].[K+].[K+] (potassium phosphate), N1=CC=C(C=C1)B(O)O (pyridine-4-boronic acid). The solvent is COCCOC (ethylene glycol dimethyl ether). Conditions: temperature 90 celsius. The product is FC1=CC=C(C=C1)N1C(C2=CC=C(C=C2CC1)OCC1=CC=CC=C1)CC1=CC=C(C=C1)C1=CC=NC=C1 (2-(4-Fluorophenyl)-6-(phenylmethoxy)-1-[(4-(4-pyridyl)phenyl)methyl]-1,2,3,4-tetrahydroisoquinoline). Yield: 51.9%. Reaction SMILES: Br[C:2]1[CH:33]=[CH:32][C:5]([CH2:6][CH:7]2[C:16]3[C:11](=[CH:12][C:13]([O:17][CH2:18][C:19]4[CH:24]=[CH:23][CH:22]=[CH:21][CH:20]=4)=[CH:14][CH:15]=3)[CH2:10][CH2:9][N:8]2[C:25]2[CH:30]=[CH:29][C:28]([F:31])=[CH:27][CH:26]=2)=[CH:4][CH:3]=1.P([O-])([O-])([O-])=O.[K+].[K+].[K+].[N:42]1[CH:47]=[CH:46][C:45](B(O)O)=[CH:44][CH:43]=1>COCCOC>[F:31][C:28]1[CH:27]=[CH:26][C:25]([N:8]2[CH2:9][CH2:10][C:11]3[C:16](=[CH:15][CH:14]=[C:13]([O:17][CH2:18][C:19]4[CH:20]=[CH:21][CH:22]=[CH:23][CH:24]=4)[CH:12]=3)[CH:7]2[CH2:6][C:5]2[CH:4]=[CH:3][C:2]([C:45]3[CH:46]=[CH:47][N:42]=[CH:43][CH:44]=3)=[CH:33][CH:32]=2)=[CH:30][CH:29]=1 |f:1.2.3.4|. Procedure: To a solution of 1-(4-bromobenzyl)-6-phenylmethoxy-2-(4-fluorophenyl)-1,2,3,4-tetrahydroisoquinoline (500 mg, 1 mmol) in ethylene glycol dimethyl ether (15 mL) was added potassium phosphate (2.12 g, 10 mmol) and pyridine-4-boronic acid (185 mg, 1.5 mmol). The reaction mixture was heated to 90° C. for 18 hours under nitrogen. The resulting mixture was concentrated and water added and extracted with ethyl acetate. The organic layer was dried using sodium sulfate, filtered and concentrated to give ...